From a dataset of the Open Reaction Database (ORD), a public repository of structured organic reaction records. describe an organic reaction: reactants, conditions, products, and yield Starting materials: FC1=CC=C(C=C1)C=1SC2=NC(=CC=C2N1)C1(CC1)C1=CC=CC=C1 (2-(4-Fluorophenyl)-5-(1-phenylcyclopropyl)-thiazolo[5,4-b]pyridine), C(C)(C)(C)OC(=O)N1[C@@H](C[C@H](C1)O)C(=O)O ((2S,4R)-1-(tert-butoxycarbonyl)-4-hydroxypyrrolidine-2-carboxylic acid), [H-].[Na+] (sodium hydride). The solvent is CCOC(=O)C (EtOAc), CN(C)C=O (DMF), CN(C)C=O (DMF). Run at temperature 95 celsius. Product: C(C)(C)(C)OC(=O)N1[C@@H](C[C@H](C1)OC1=CC=C(C=C1)C=1SC2=NC(=CC=C2N1)C1(CC1)C1=CC=CC=C1)C(=O)O ((2S,4R)-1-(tert-butoxycarbonyl)-4-(4-(5-(1-phenylcyclopropyl)thiazolo[5,4-b]pyridin-2-yl)phenoxy)pyrrolidine-2-carboxylic acid). As a reaction SMILES: [C:1]([O:5][C:6]([N:8]1[CH2:12][C@H:11]([OH:13])[CH2:10][C@H:9]1[C:14]([OH:16])=[O:15])=[O:7])([CH3:4])([CH3:3])[CH3:2].[H-].[Na+].F[C:20]1[CH:25]=[CH:24][C:23]([C:26]2[S:27][C:28]3[C:33]([N:34]=2)=[CH:32][CH:31]=[C:30]([C:35]2([C:38]4[CH:43]=[CH:42][CH:41]=[CH:40][CH:39]=4)[CH2:37][CH2:36]2)[N:29]=3)=[CH:22][CH:21]=1>CN(C=O)C.CCOC(C)=O>[C:1]([O:5][C:6]([N:8]1[CH2:12][C@H:11]([O:13][C:20]2[CH:21]=[CH:22][C:23]([C:26]3[S:27][C:28]4[C:33]([N:34]=3)=[CH:32][CH:31]=[C:30]([C:35]3([C:38]5[CH:43]=[CH:42][CH:41]=[CH:40][CH:39]=5)[CH2:36][CH2:37]3)[N:29]=4)=[CH:24][CH:25]=2)[CH2:10][C@H:9]1[C:14]([OH:16])=[O:15])=[O:7])([CH3:4])([CH3:2])[CH3:3] |f:1.2|. Procedure: A solution of (2S,4R)-1-(tert-butoxycarbonyl)-4-hydroxypyrrolidine-2-carboxylic acid (162.1 mg, 0.701 mmol) in DMF (4.0 mL) was slowly added to a suspension of sodium hydride (60% w/w in mineral oil) (58 mg, 1.45 mmol) in DMF (4.0 mL), and the resulting mixture was heated at 95° C. for 5 min. 2-(4-Fluorophenyl)-5-(1-phenylcyclopropyl)-thiazolo[5,4-b]pyridine (75.3 mg, 0.217 mmol) was then added, and the resulting solution was heated at 95° C. for 18 h. The reaction mixture was subsequently coole... Reactants: BrC(Br)(Br)Br, COC(=O)c1cc(I)c(CO)cc1-c1ccccc1C, ClCCl, c1ccc(P(c2ccccc2)c2ccccc2)cc1. The product is COC(=O)c1cc(I)c(CBr)cc1-c1ccccc1C. As a reaction SMILES: [C:21]([Br:22])([Br:23])([Br:24])[Br:25].[CH3:1][O:2][C:3]([c:4]1[c:5](-[c:13]2[c:14]([CH3:19])[cH:15][cH:16][cH:17][cH:18]2)[cH:6][c:7]([CH2:11][OH:12])[c:8]([I:10])[cH:9]1)=[O:20].[Cl:45][CH2:46][Cl:47].[c:26]1([P:27]([c:28]2[cH:29][cH:30][cH:31][cH:32][cH:33]2)[c:34]2[cH:35][cH:36][cH:37][cH:38][cH:39]2)[cH:40][cH:41][cH:42][cH:43][cH:44]1>>[CH3:1][O:2][C:3]([c:4]1[c:5](-[c:13]2[c:14]([CH3:19])[cH:15][cH:16][cH:17][cH:18]2)[cH:6][c:7]([CH2:11][Br:22])[c:8]([I:10])[cH:9]1)=[O:20]. Starting materials: CC1CCCC(C=Cc2ccccc2)N1C(=O)OC(C)(C)C, CCO. Product: CC1CCCC(CCc2ccccc2)N1C(=O)OC(C)(C)C. As a reaction SMILES: [C:1](=[O:2])([O:3][C:4]([CH3:5])([CH3:6])[CH3:7])[N:8]1[CH:9]([CH3:22])[CH2:10][CH2:11][CH2:12][CH:13]1[CH:14]=[CH:15][c:16]1[cH:17][cH:18][cH:19][cH:20][cH:21]1.[CH3:23][CH2:24][OH:25]>>[C:1](=[O:2])([O:3][C:4]([CH3:5])([CH3:6])[CH3:7])[N:8]1[CH:9]([CH3:22])[CH2:10][CH2:11][CH2:12][CH:13]1[CH2:14][CH2:15][c:16]1[cH:17][cH:18][cH:19][cH:20][cH:21]1. Starting materials: CC(C(=O)O)c1ccccc1CCC(=O)O, O=P(O)(O)O. Product: O=C1CCc2ccccc21. Reaction SMILES: [C:6]([CH:7]([CH3:9])[c:11]1[c:12]([CH2:17][CH2:18][C:19](=[O:8])[OH:21])[cH:13][cH:14][cH:15][cH:16]1)([OH:10])=[O:20].[P:1](=[O:2])([OH:3])([OH:4])[OH:5]>>[c:11]12[c:12]([cH:13][cH:14][cH:15][cH:16]1)[CH2:17][CH2:18][C:19]2=[O:21]. Reactants: [BH4-], COCOc1ccc(C(c2ccc(OCOC)cc2)c2ccccc2C=O)cc1, CCO, NC1CCCCCCC1, [Na+]. Yields the product COCOc1ccc(C(c2ccc(OCOC)cc2)c2ccccc2CNC2CCCCCCC2)cc1. RXN SMILES: [BH4-:39].[CH3:10][O:11][CH2:12][O:13][c:14]1[cH:15][cH:16][c:17]([CH:20]([c:21]2[c:22]([CH:23]=[O:24])[cH:25][cH:26][cH:27][cH:28]2)[c:29]2[cH:30][cH:31][c:32]([O:35][CH2:36][O:37][CH3:38])[cH:33][cH:34]2)[cH:18][cH:19]1.[CH3:41][CH2:42][OH:43].[CH:1]1([NH2:9])[CH2:2][CH2:3][CH2:4][CH2:5][CH2:6][CH2:7][CH2:8]1.[Na+:40]>>[CH:1]1([NH:9][CH2:23][c:22]2[c:21]([CH:20]([c:17]3[cH:16][cH:15][c:14]([O:13][CH2:12][O:11][CH3:10])[cH:19][cH:18]3)[c:29]3[cH:30][cH:31][c:32]([O:35][CH2:36][O:37][CH3:38])[cH:33][cH:34]3)[cH:28][cH:27][cH:26][cH:25]2)[CH2:2][CH2:3][CH2:4][CH2:5][CH2:6][CH2:7][CH2:8]1.